This data is from the Open Reaction Database (ORD), a public repository of structured organic reaction records. The task is: describe an organic reaction: reactants, conditions, products, and yield Reactants: CS(C)=O, ClC(Cl)Cl, Oc1cc(Cl)c(Cl)cc1Cl, O=[N+]([O-])c1cc(Cl)c(Cl)cc1Oc1ccccc1, [Na+], [OH-], O. Yields the product O=[N+]([O-])c1cc(Cl)c(Oc2cc(Cl)c(Cl)cc2Cl)cc1Oc1ccccc1. As a reaction SMILES: [CH3:31][S:32]([CH3:33])=[O:34].[CH:35]([Cl:36])([Cl:37])[Cl:38].[Cl:19][c:20]1[c:21]([OH:28])[cH:22][c:23]([Cl:27])[c:24]([Cl:26])[cH:25]1.[Cl:1][c:2]1[cH:3][c:4]([N+:16](=[O:17])[O-:18])[c:5]([O:9][c:10]2[cH:11][cH:12][cH:13][cH:14][cH:15]2)[cH:6][c:7]1[Cl:8].[Na+:30].[OH-:29].[OH2:39]>>[Cl:1][c:2]1[cH:3][c:4]([N+:16](=[O:17])[O-:18])[c:5]([O:9][c:10]2[cH:11][cH:12][cH:13][cH:14][cH:15]2)[cH:6][c:7]1[O:28][c:21]1[c:20]([Cl:19])[cH:25][c:24]([Cl:26])[c:23]([Cl:27])[cH:22]1. Reactants: CN1C=2C(C(=O)OC1=O)=CC=CC2 (N-methylisatoic anhydride), C(=O)(OC(C)(C)C)NCCN (N-Boc-ethylenediamine). Product: C(C)(C)(C)OC(NCCNC(C1=C(C=CC=C1)NC)=O)=O ([2-(2-methylamino-benzoylamino)-ethyl]-carbamic acid tert-butyl ester). Reaction SMILES: C[N:2]1[C:8](=O)[O:7][C:5](=O)[C:4]2=[CH:10][CH:11]=[CH:12][CH:13]=[C:3]12.[C:14]([NH:21][CH2:22][CH2:23][NH2:24])([O:16][C:17]([CH3:20])([CH3:19])[CH3:18])=[O:15]>>[C:17]([O:16][C:14](=[O:15])[NH:21][CH2:22][CH2:23][NH:24][C:5](=[O:7])[C:4]1[CH:10]=[CH:11][CH:12]=[CH:13][C:3]=1[NH:2][CH3:8])([CH3:20])([CH3:18])[CH3:19]. Reported procedure: Starting from N-methylisatoic anhydride and N-Boc-ethylenediamine and using Procedure S, the title compound was obtained as a slightly brown solid (903 mg; quantitative). Reactants: COC1=CC=C(C=C1)S (4-methoxy-benzenethiol), BrC1=C(C=C(C=C1)F)I (1-bromo-4-fluoro-2-iodo-benzene). The product is BrC1=C(C=C(C=C1)F)SC1=CC=C(C=C1)OC (1-Bromo-4-fluoro-2-(4-methoxy-phenylsulfanyl)-benzene). Reaction SMILES: [CH3:1][O:2][C:3]1[CH:8]=[CH:7][C:6]([SH:9])=[CH:5][CH:4]=1.[Br:10][C:11]1[CH:16]=[CH:15][C:14]([F:17])=[CH:13][C:12]=1I>>[Br:10][C:11]1[CH:16]=[CH:15][C:14]([F:17])=[CH:13][C:12]=1[S:9][C:6]1[CH:7]=[CH:8][C:3]([O:2][CH3:1])=[CH:4][CH:5]=1. Procedure: Prepared from 4-methoxy-benzenethiol and 1-bromo-4-fluoro-2-iodo-benzene. Reactants: C1CCNCC1, CCOC(C)=O, COC(=O)C(C#N)=C1C(=O)Nc2ccc(Cl)cc21, C[N+](=O)[O-]. Product: COC(=O)C(C#N)C1(C[N+](=O)[O-])C(=O)Nc2ccc(Cl)cc21. RXN SMILES: [CH2:23]1[CH2:24][CH2:25][NH:26][CH2:27][CH2:28]1.[CH3:29][CH2:30][O:31][C:32](=[O:33])[CH3:34].[Cl:1][c:2]1[cH:3][c:4]2[c:8]([cH:9][cH:10]1)[NH:7][C:6](=[O:11])[C:5]2=[C:12]([C:13](=[O:14])[O:15][CH3:16])[C:17]#[N:18].[N+:19](=[O:20])([O-:21])[CH3:22]>>[Cl:1][c:2]1[cH:3][c:4]2[c:8]([cH:9][cH:10]1)[NH:7][C:6](=[O:11])[C:5]2([CH:12]([C:13](=[O:14])[O:15][CH3:16])[C:17]#[N:18])[CH2:22][N+:19](=[O:20])[O-:21].